Dataset: the Open Reaction Database (ORD), a public repository of structured organic reaction records. Task: describe an organic reaction: reactants, conditions, products, and yield The reactants are P(Cl)(Cl)(Cl)(Cl)Cl (phosphorus pentachloride), C(CO)O (ethylene glycol), C(C=C)C1=CC2=C(C(C3=C(C=C2)C=CC=C3)=O)C=C1 (2-(2-propenyl)5H-dibenzo[a,d]cyclohepten-5-one), C1=CC=CC=C1 (benzene). Solvent: C(C)#N (acetonitrile), C(C)N(CC)CC (triethylamine). The product is C1OC2(C3=C(C=CC4=C2C=CC(=C4)CC=C)C=CC=C3)OC1 (5,5-ethylenedioxy-2-(2-propenyl)5H-dibenzo[a,d] cycloheptene). RXN SMILES: P(Cl)(Cl)(Cl)(Cl)Cl.[CH2:7]([C:10]1[CH:25]=[CH:24][C:13]2[C:14](=[O:23])[C:15]3[CH:22]=[CH:21][CH:20]=[CH:19][C:16]=3[CH:17]=[CH:18][C:12]=2[CH:11]=1)[CH:8]=[CH2:9].C1C=CC=CC=1.[CH2:32](O)[CH2:33][OH:34]>C(#N)C.C(N(CC)CC)C>[CH2:32]1[CH2:33][O:34][C:14]2([C:13]3[CH:24]=[CH:25][C:10]([CH2:7][CH:8]=[CH2:9])=[CH:11][C:12]=3[CH:18]=[CH:17][C:16]3[CH:19]=[CH:20][CH:21]=[CH:22][C:15]2=3)[O:23]1. Reported procedure: 0.5 Gm. of phosphorus pentachloride is added to a solution of 0.5 gm. of 2-(2-propenyl)5H-dibenzo[a,d]cyclohepten-5-one in 20 ml. of benzene, and the mixture is stirred for one hour, and then added to a mixture of 1.0 ml. of ethylene glycol, 1.0 ml. of triethylamine and 20 ml. of acetonitrile. After 2 hours the mixture is washed with water, dried and evaporated to give a nearly quantitative yield of 5,5-ethylenedioxy-2-(2-propenyl)5H-dibenzo[a,d] cycloheptene. The reactants are C1(=CC=CC=C1)CN1CCN(CC1)CCN1C(C2=CC=CC=3C2=C(C1O)C=CC3)=O (2-[2-[4-(Phenylmethyl)-1-piperazinyl]ethyl]-2,3-dihydro-3-hydroxy-1H-benz[de]isoquinolin-1-one), N1=C(C=CC=C1)N1CCNCC1 (1-(2-pyridinyl)piperazine), C(C)(C)N(CC)C(C)C (diisopropylethylamine). Solvent: C1(=CC=CC=C1)C (toluene). The product is N1=C(C=CC=C1)N1CCN(CC1)CCN1C(C2=CC=CC=3C2=C(C1=O)C=CC3)=O (2-[2-[4-(2-pyridyl)-1-piperazinyl]ethyl]-1H-benz[de]isoquinoline-1,3(2H)-dione). As a reaction SMILES: [C:1]1([CH2:7][N:8]2[CH2:13][CH2:12][N:11]([CH2:14][CH2:15][N:16]3[CH:25]([OH:26])[C:24]4[CH:27]=[CH:28][CH:29]=[C:22]5[C:23]=4[C:18](=[CH:19][CH:20]=[CH:21]5)[C:17]3=[O:30])[CH2:10][CH2:9]2)C=C[CH:4]=[CH:3][CH:2]=1.[N:31]1C=CC=CC=1N1CCNCC1.C(N(C(C)C)CC)(C)C>C1(C)C=CC=CC=1>[N:31]1[CH:4]=[CH:3][CH:2]=[CH:1][C:7]=1[N:8]1[CH2:9][CH2:10][N:11]([CH2:14][CH2:15][N:16]2[C:17](=[O:30])[C:18]3[CH:19]=[CH:20][CH:21]=[C:22]4[C:23]=3[C:24](=[CH:27][CH:28]=[CH:29]4)[C:25]2=[O:26])[CH2:12][CH2:13]1. Reported procedure: 10 g. (0.025 moles) of the ester from example 1 (b), 4.1 g. (0.025 moles) of 1-(2-pyridinyl)piperazine and 3.27 g. (0.0253 moles) of diisopropylethylamine are refluxed in 300 ml. of toluene for 3.5 hours. The toluene is evaporated and the residue is dissolved in chloroform and washed with water (all aqueous layers are backwashed). The chloroform is evaporated and the residue is recrystallized from chloroform/ethanol to yield 2-[2-[4-(2-pyridyl)-1-piperazinyl]ethyl]-1H-benz[de]isoquinoline-1,3(2H... Starting materials: CC(C)=CC (2-methylbut-2-ene), C(C=C)O (allyl alcohol). The solvent is O (water). Product: CC(C)(CC)OCC=C (allyl 2-methylbut-2-yl ether). RXN SMILES: [CH3:1][C:2](=[CH:4][CH3:5])[CH3:3].[CH2:6]([OH:9])[CH:7]=[CH2:8]>O>[CH3:1][C:2]([O:9][CH2:6][CH:7]=[CH2:8])([CH2:4][CH3:5])[CH3:3]. Procedure details: 100 gms 2-methylbut-2-ene, 300 gms allyl alcohol and 10 gms Amberlyst 15 resin were charged to a 1-liter flat-bottomed flask containing a magnetic follower and fitted with a stopper incorporating a gas inlet tube dipping below the surface of the liquid in the flask and with an exit tube leading from the gas space to a Drechsel bottle filled with water. The flask was purged with nitrogen and then placed in a water bath at 30° C. on a magnetic stirrer. The contents of the flask were maintained at ... Starting materials: COC=1C=C(C=C(C1)C1=CC=CC=C1)NC(=S)N ((5-Methoxy-biphenyl-3-yl)-thiourea), BrBr (bromine). The solvent is C(Cl)(Cl)Cl (chloroform). Reaction conditions: temperature 61 celsius. Product: COC=1C=C(C2=C(N=C(S2)N)C1)C1=CC=CC=C1 (5-Methoxy-7-phenyl-benzothiazol-2-yl-amine). The yield is 86386.6%. As a reaction SMILES: [CH3:1][O:2][C:3]1[CH:4]=[C:5]([NH:15][C:16]([NH2:18])=[S:17])[CH:6]=[C:7]([C:9]2[CH:14]=[CH:13][CH:12]=[CH:11][CH:10]=2)[CH:8]=1.BrBr>C(Cl)(Cl)Cl>[CH3:1][O:2][C:3]1[CH:8]=[C:7]([C:9]2[CH:14]=[CH:13][CH:12]=[CH:11][CH:10]=2)[C:6]2[S:17][C:16]([NH2:18])=[N:15][C:5]=2[CH:4]=1. Procedure details: (5-Methoxy-biphenyl-3-yl)-thiourea (109 mg, 0.42 mmol) in chloroform (2 ml) are treated with bromine (22 μl) and the mixture heated to 61° C. for 5 hours. After removal of the volatile components in vacuo, the product (93 g, 86%) is isolated by flash chromatography (silica, eluent ethyl acetate/cyclohexane 2:1 to 5:1) as beige solid. The regiochemistry of the cyclization was checked by transfer-NOE measurements. MS: m/e=256 (M+). Starting materials: c1(cc(c2c(c1Cl)C(N(CC2)Cc1c(cc(nc1OCc1ccccc1)C)C)=O)Cl)C(=O)C1CCN(CC1)C(=O)OC(C)(C)C. The reagents and catalysts are c1ccc(cc1)-c2c3ccccc3cc4ccccc24 (9-Phenylanthracene), (R,R)-DIPAMP, Ir-93. Run in C(Cl)Cl (dichloromethane). Conditions: temperature 80 celsius, time 18 hour. Product: Cc1cc(C)c(CN2CCc3c(Cl)cc(C(O)C4CCN(CC4)C(=O)OC(C)(C)C)c(Cl)c3C2=O)c(OCc5ccccc5)n1. As a reaction SMILES: [CH3:1][c:2]1[n:45][c:36]([O:37][CH2:38][c:39]2[cH:44][cH:43][cH:42][cH:41][cH:40]2)[c:6]([CH2:7][N:8]3[C:34](=[O:35])[c:33]([c:11]4[CH2:10][CH2:9]3)[c:31]([Cl:32])[c:15]([C:16]([CH:18]5[CH2:23][CH2:22][N:21]([C:24]([O:26][C:27]([CH3:30])([CH3:29])[CH3:28])=[O:25])[CH2:20][CH2:19]5)=[O:17])[cH:14][c:12]4[Cl:13])[c:4]([CH3:5])[cH:3]1>>[CH3:1][c:2]1[n:45][c:36]([O:37][CH2:38][c:39]2[cH:44][cH:43][cH:42][cH:41][cH:40]2)[c:6]([CH2:7][N:8]3[C:34](=[O:35])[c:33]([c:11]4[CH2:10][CH2:9]3)[c:31]([Cl:32])[c:15]([CH:16]([CH:18]5[CH2:23][CH2:22][N:21]([C:24]([O:26][C:27]([CH3:30])([CH3:29])[CH3:28])=[O:25])[CH2:20][CH2:19]5)[OH:17])[cH:14][c:12]4[Cl:13])[c:4]([CH3:5])[cH:3]1. Starting materials: Cc1ccccc1, NC1CCCCC1, Nc1nc(N)nc(Cl)n1, [Na+], [OH-], O. Product: Nc1nc(N)nc(NC2CCCCC2)n1. RXN SMILES: [CH3:19][c:20]1[cH:21][cH:22][cH:23][cH:24][cH:25]1.[NH2:10][CH:11]1[CH2:12][CH2:13][CH2:14][CH2:15][CH2:16]1.[NH2:1][c:2]1[n:3][c:4]([Cl:9])[n:5][c:6]([NH2:8])[n:7]1.[Na+:18].[OH-:17].[OH2:26]>>[NH2:1][c:2]1[n:3][c:4]([NH:10][CH:11]2[CH2:12][CH2:13][CH2:14][CH2:15][CH2:16]2)[n:5][c:6]([NH2:8])[n:7]1.